Dataset: the Open Reaction Database (ORD), a public repository of structured organic reaction records. Task: describe an organic reaction: reactants, conditions, products, and yield The reactants are CCc1ccc(Cc2cc3c(cc2Cl)COC32OC(CO)C(O)C(O)C2O)cc1, Cc1ccc(S(=O)(=O)Cl)cc1, Cc1cccc(C)n1. The product is CCc1ccc(Cc2cc3c(cc2Cl)COC32OC(COS(=O)(=O)c3ccc(C)cc3)C(O)C(O)C2O)cc1. Reaction SMILES: [Cl:1][c:2]1[cH:3][c:4]2[c:8]([cH:9][c:10]1[CH2:11][c:12]1[cH:13][cH:14][c:15]([CH2:18][CH3:19])[cH:16][cH:17]1)[C:7]1([O:6][CH2:5]2)[O:20][CH:21]([CH2:28][OH:29])[CH:22]([OH:27])[CH:23]([OH:26])[CH:24]1[OH:25].[c:30]1([CH3:40])[cH:31][cH:32][c:33]([S:36](=[O:37])(=[O:38])[Cl:39])[cH:34][cH:35]1.[n:41]1[c:42]([CH3:43])[cH:44][cH:45][cH:46][c:47]1[CH3:48]>>[Cl:1][c:2]1[cH:3][c:4]2[c:8]([cH:9][c:10]1[CH2:11][c:12]1[cH:13][cH:14][c:15]([CH2:18][CH3:19])[cH:16][cH:17]1)[C:7]1([O:6][CH2:5]2)[O:20][CH:21]([CH2:28][O:29][S:36]([c:33]2[cH:32][cH:31][c:30]([CH3:40])[cH:35][cH:34]2)(=[O:37])=[O:38])[CH:22]([OH:27])[CH:23]([OH:26])[CH:24]1[OH:25]. Reactants: IC1=C(C=C(C=C1)OC)[N+](=O)[O-] (1-iodo-4-methoxy-2-nitrobenzene), CC(C#C)C (3-methyl-1-butyne). Reagents/catalysts: [Cu]I (CuI), Cl[Pd]([P](C1=CC=CC=C1)(C2=CC=CC=C2)C3=CC=CC=C3)([P](C4=CC=CC=C4)(C5=CC=CC=C5)C6=CC=CC=C6)Cl (Pd(PPh3)2Cl2). The solvent is CCN(CC)CC (Et3N), CN(C)C=O (DMF). Run at time 16 hour. Product: COC1=CC(=C(C=C1)C#CC(C)C)[N+](=O)[O-] (4-Methoxy-1-(3-methylbut-1-ynyl)-2-nitrobenzene). As a reaction SMILES: I[C:2]1[CH:7]=[CH:6][C:5]([O:8][CH3:9])=[CH:4][C:3]=1[N+:10]([O-:12])=[O:11].[CH3:13][CH:14]([CH3:17])[C:15]#[CH:16]>CCN(CC)CC.CN(C=O)C.[Cu]I.Cl[Pd](Cl)([P](C1C=CC=CC=1)(C1C=CC=CC=1)C1C=CC=CC=1)[P](C1C=CC=CC=1)(C1C=CC=CC=1)C1C=CC=CC=1>[CH3:9][O:8][C:5]1[CH:6]=[CH:7][C:2]([C:16]#[C:15][CH:14]([CH3:17])[CH3:13])=[C:3]([N+:10]([O-:12])=[O:11])[CH:4]=1 |^1:34,53|. Reported procedure: To a solution of 1-iodo-4-methoxy-2-nitrobenzene (Aldrich, 10 g, 35.8 mmol) in Et3N (60 ml) and DMF (6 ml) was added CuI (34 mg, 0.18 mmol), Pd(PPh3)2Cl2 (126 mg, 0.18 mmol), and 3-methyl-1-butyne (5.0 ml, 73.5 mmol). The mixture was stirred at room temperature for 16 h and was concentrated. The resulting mixture was diluted with EtOAc, washed with H2O, brine, dried over Na2SO4 and concentrated in vacuo. The residue was purified by chromatography on silica gel (0→15% EtOAc-hexanes) to yield the ... Reactants: C(CCC)C1CC(C=C2CCCC12)=O (5-Butylbicyclo [4.3.0] non-1-en-3-one). The reagents and catalysts are [Pd] (palladium on carbon). Run in C(C)(=O)OCC (ethyl acetate). Yields the product C(CCC)C1CC(CC2CCCC12)=O (5-butylbicyclo [4.3.0] nonan-3-one). Yield: 94.0%. As a reaction SMILES: [CH2:1]([CH:5]1[CH:13]2[C:9]([CH2:10][CH2:11][CH2:12]2)=[CH:8][C:7](=[O:14])[CH2:6]1)[CH2:2][CH2:3][CH3:4]>C(OCC)(=O)C.[Pd]>[CH2:1]([CH:5]1[CH:13]2[CH:9]([CH2:10][CH2:11][CH2:12]2)[CH2:8][C:7](=[O:14])[CH2:6]1)[CH2:2][CH2:3][CH3:4]. Reported procedure: 5-Butylbicyclo [4.3.0] non-1-en-3-one (120 g) is hydrogenated in ethyl acetate (125 ml) over 1.5 g of 5% palladium on carbon at a pressure of 4 atmospheres in a Parr apparatus. The solution is filtered through celite to remove the catalyst, concentrated, and the residue is vacuum distilled through a 12" Vigreaux column to yield 114 g (bp 98°-102° C. at 0.5 mm) of 5-butylbicyclo [4.3.0] nonan-3-one represented by the structure: ##STR10##